The task is: describe an organic reaction: reactants, conditions, products, and yield. This data is from the Open Reaction Database (ORD), a public repository of structured organic reaction records. Reactants: [H-].[Na+] (NaH), C(C)(C)(C)C1=CC=C(C=C1)C1C(C1)C(=O)N/N=C/C1=C2C=CN=CC2=CC=C1 ((E)-2-(4-tert-butylphenyl)-N′-(isoquinolin-5-ylmethylene)cyclopropanecarbohydrazide), CI (MeI). Run in CN(C)C=O (DMF). Conditions: temperature 0 celsius, time 1 hour. Product: C(C)(C)(C)C1=CC=C(C=C1)C1C(C1)C(=O)N(/N=C/C1=C2C=CN=CC2=CC=C1)C ((E)-2-(4-tert-butylphenyl)-N′-(isoquinolin-5-ylmethylene)-N-methylcyclopropanecarbohydrazide). Yield: 14.7%. RXN SMILES: [H-].[Na+].[C:3]([C:7]1[CH:12]=[CH:11][C:10]([CH:13]2[CH2:15][CH:14]2[C:16]([NH:18]/[N:19]=[CH:20]/[C:21]2[CH:30]=[CH:29][CH:28]=[C:27]3[C:22]=2[CH:23]=[CH:24][N:25]=[CH:26]3)=[O:17])=[CH:9][CH:8]=1)([CH3:6])([CH3:5])[CH3:4].[CH3:31]I>CN(C=O)C>[C:3]([C:7]1[CH:12]=[CH:11][C:10]([CH:13]2[CH2:15][CH:14]2[C:16]([N:18]([CH3:31])/[N:19]=[CH:20]/[C:21]2[CH:30]=[CH:29][CH:28]=[C:27]3[C:22]=2[CH:23]=[CH:24][N:25]=[CH:26]3)=[O:17])=[CH:9][CH:8]=1)([CH3:6])([CH3:4])[CH3:5] |f:0.1|. Reported procedure: To a 0° C. suspension of NaH (16 mg, 0.6 mmol) in DMF (1 mL), (E)-2-(4-tert-butylphenyl)-N′-(isoquinolin-5-ylmethylene)cyclopropanecarbohydrazide (200 mg, 0.53 mmol) was added portionwise under nitrogen atmosphere. After being stirred for 1 h at 0° C., MeI (0.15 g, 1.0 mmol) was added and the reaction mixture stirred at RT for 1 h. The reaction mixture was then quenched with ice water and stirred for an additional 10 minutes. The precipitated solid was filtered and dried in vacuo to obtain the c... Starting materials: CCN(C(C)C)C(C)C, CN(C)C=O, ClC(c1ccccc1)(c1ccccc1)c1ccccc1, O=c1[nH]nc2ccc(Cl)nn12, O. Product: O=c1n(C(c2ccccc2)(c2ccccc2)c2ccccc2)nc2ccc(Cl)nn12. RXN SMILES: [CH2:32]([N:33]([CH:34]([CH3:35])[CH3:36])[CH:37]([CH3:38])[CH3:39])[CH3:40].[CH3:42][N:43]([CH3:44])[CH:45]=[O:46].[Cl:12][C:13]([c:14]1[cH:15][cH:16][cH:17][cH:18][cH:19]1)([c:20]1[cH:21][cH:22][cH:23][cH:24][cH:25]1)[c:26]1[cH:27][cH:28][cH:29][cH:30][cH:31]1.[Cl:1][c:2]1[cH:3][cH:4][c:5]2[n:6]([n:7]1)[c:8](=[O:11])[nH:9][n:10]2.[OH2:41]>>[Cl:1][c:2]1[cH:3][cH:4][c:5]2[n:6]([n:7]1)[c:8](=[O:11])[n:9]([C:13]([c:14]1[cH:15][cH:16][cH:17][cH:18][cH:19]1)([c:20]1[cH:21][cH:22][cH:23][cH:24][cH:25]1)[c:26]1[cH:27][cH:28][cH:29][cH:30][cH:31]1)[n:10]2.